This data is from the Open Reaction Database (ORD), a public repository of structured organic reaction records. The task is: describe an organic reaction: reactants, conditions, products, and yield Reactants: CCCCO, CCOC(C)=O, CCCCCC, CCN(C(C)C)C(C)C, Clc1ncnc2nc[nH]c12, CC(N)c1nc2ccc(F)cc2n1-c1cccc(F)c1. The product is CC(Nc1ncnc2[nH]cnc12)c1nc2ccc(F)cc2n1-c1cccc(F)c1. RXN SMILES: [CH2:40]([OH:41])[CH2:42][CH2:43][CH3:44].[CH3:45][CH2:46][O:47][C:48]([CH3:49])=[O:50].[CH3:51][CH2:52][CH2:53][CH2:54][CH2:55][CH3:56].[CH:31]([N:32]([CH2:33][CH3:34])[CH:35]([CH3:36])[CH3:37])([CH3:38])[CH3:39].[Cl:1][c:2]1[c:3]2[nH:4][cH:5][n:6][c:7]2[n:8][cH:9][n:10]1.[F:11][c:12]1[cH:13][cH:14][c:15]2[c:16]([n:17](-[c:23]3[cH:24][c:25]([F:29])[cH:26][cH:27][cH:28]3)[c:18]([CH:20]([CH3:21])[NH2:22])[n:19]2)[cH:30]1>>[c:2]1([NH:22][CH:20]([c:18]2[n:17](-[c:23]3[cH:24][c:25]([F:29])[cH:26][cH:27][cH:28]3)[c:16]3[c:15]([cH:14][cH:13][c:12]([F:11])[cH:30]3)[n:19]2)[CH3:21])[c:3]2[n:4][cH:5][nH:6][c:7]2[n:8][cH:9][n:10]1. Reactants: [H-].[Na+] (sodium hydride), [Na+].[Cl-] (NaCl), CN(C=1C=C(C=CC1)O)C (3-(dimethylamino)phenol), ClCCCI (1-chloro-3-iodopropane). Yields the product ClCCCOC=1C=C(C=CC1)N(C)C ((3-(3-Chloropropoxy)phenyl)dimethylamine). Procedure details: Under a nitrogen atmosphere, a solution of 3-(dimethylamino)phenol (3.50 g, 25.51 mmol) in DMF (30 mL) was slowly added over 10 min to a cold (0-5° C.), stirring slurry of sodium hydride (0.80 g of an 80% dispersion in mineral oil, 26.79 mmol) in DMF (40 mL). The mixture was allowed to warm to ambient temperature and further stirred for 1.25 h. The resulting brown mixture was cooled to 0-5C. To this slurry was added drop-wise over 5 min, 1-chloro-3-iodopropane (6.26 g, 30.62 mmol). The resulting... Solvent: CN(C)C=O (DMF), O (water), CN(C)C=O (DMF). The yield is 103.6%. Reaction SMILES: [CH3:1][N:2]([CH3:10])[C:3]1[CH:4]=[C:5]([OH:9])[CH:6]=[CH:7][CH:8]=1.[H-].[Na+].[Cl:13][CH2:14][CH2:15][CH2:16]I.[Na+].[Cl-]>CN(C=O)C.O>[Cl:13][CH2:14][CH2:15][CH2:16][O:9][C:5]1[CH:4]=[C:3]([N:2]([CH3:10])[CH3:1])[CH:8]=[CH:7][CH:6]=1 |f:1.2,4.5|. Run at time 1.25 hour. As a reaction SMILES: [C:1]([CH3:2])([CH3:3])([CH3:4])[O:5][C:6](=[O:7])[NH:8][CH:9]1[CH2:10][N:11]([CH2:18][c:19]2[cH:20][cH:21][cH:22][cH:23][cH:24]2)[CH2:12][C:13]([CH3:16])([CH3:17])[CH:14]1[CH3:15].[CH3:25][OH:26]>>[C:1]([CH3:2])([CH3:3])([CH3:4])[O:5][C:6](=[O:7])[NH:8][CH:9]1[CH2:10][NH:11][CH2:12][C:13]([CH3:16])([CH3:17])[CH:14]1[CH3:15]. Product: CC1C(NC(=O)OC(C)(C)C)CNCC1(C)C. Starting materials: CC1C(NC(=O)OC(C)(C)C)CN(Cc2ccccc2)CC1(C)C, CO. Reactants: O1CCN(CC1)CC1=CC=C(C=O)C=C1 (4-(morpholinomethyl)benzaldehyde), [O-]S(=O)S(=O)[O-].[Na+].[Na+] (Na2S2O4), BrC=1C(=C(C(=NC1)N)[N+](=O)[O-])N1CCN(CC1)CC=1N=C(OC1)C(C)C (5-bromo-4-(4-((2-isopropyloxazol-4-yl)methyl)piperazin-1-yl)-3-nitropyridin-2-amine), CCO (EtOH). Solvent: CN(C)C=O (DMF). Run at temperature 85 celsius. Product: BrC=1C(=C2C(=NC1)NC(=N2)C2=CC=C(CN1CCOCC1)C=C2)N2CCN(CC2)CC=2N=C(OC2)C(C)C (4-(4-(6-Bromo-7-(4-((2-isopropyloxazol-4-yl)methyl)piperazin-1-yl)-3H-imidazo[4,5-b]pyridin-2-yl)benzyl)morpholine), solid. Yield: 2.4%. Reaction SMILES: [Br:1][C:2]1[C:3]([N:12]2[CH2:17][CH2:16][N:15]([CH2:18][C:19]3[N:20]=[C:21]([CH:24]([CH3:26])[CH3:25])[O:22][CH:23]=3)[CH2:14][CH2:13]2)=[C:4]([N+:9]([O-])=O)[C:5]([NH2:8])=[N:6][CH:7]=1.CCO.[O:30]1[CH2:35][CH2:34][N:33]([CH2:36][C:37]2[CH:44]=[CH:43][C:40]([CH:41]=O)=[CH:39][CH:38]=2)[CH2:32][CH2:31]1.[O-]S(S([O-])=O)=O.[Na+].[Na+]>CN(C=O)C>[Br:1][C:2]1[C:3]([N:12]2[CH2:17][CH2:16][N:15]([CH2:18][C:19]3[N:20]=[C:21]([CH:24]([CH3:26])[CH3:25])[O:22][CH:23]=3)[CH2:14][CH2:13]2)=[C:4]2[N:9]=[C:41]([C:40]3[CH:39]=[CH:38][C:37]([CH2:36][N:33]4[CH2:34][CH2:35][O:30][CH2:31][CH2:32]4)=[CH:44][CH:43]=3)[NH:8][C:5]2=[N:6][CH:7]=1 |f:3.4.5|. Reported procedure: To a mixture of 5-bromo-4-(4-((2-isopropyloxazol-4-yl)methyl)piperazin-1-yl)-3-nitropyridin-2-amine (0.065 g, 0.15 mmol), EtOH (0.85 mL), and DMF (0.15 mL), was added 4-(morpholinomethyl)benzaldehyde (0.040 g, 0.19 mmol) followed by a freshly prepared aqueous solution of Na2S2O4 (1M; 0.49 mL, 0.49 mmol). The reaction mixture was heated at 85° C. for 24 h, then allowed to cool to room temperature and the solvents were removed in vacuo. The residue was purified by column chromatography on a Biotag... Starting materials: Cc1ccccc1, CCOCC, S=C=Nc1ccc(Cl)cc1, Nc1ncccc1OCc1c(F)cccc1Cl. The product is Fc1cccc(Cl)c1COc1cccnc1NC(=S)Nc1ccc(Cl)cc1. Reaction SMILES: [CH3:28][c:29]1[cH:30][cH:31][cH:32][cH:33][cH:34]1.[CH3:35][CH2:36][O:37][CH2:38][CH3:39].[Cl:18][c:19]1[cH:20][cH:21][c:22]([N:25]=[C:26]=[S:27])[cH:23][cH:24]1.[NH2:1][c:2]1[n:3][cH:4][cH:5][cH:6][c:7]1[O:8][CH2:9][c:10]1[c:11]([F:17])[cH:12][cH:13][cH:14][c:15]1[Cl:16]>>[NH:1]([c:2]1[n:3][cH:4][cH:5][cH:6][c:7]1[O:8][CH2:9][c:10]1[c:11]([F:17])[cH:12][cH:13][cH:14][c:15]1[Cl:16])[C:26]([NH:25][c:22]1[cH:21][cH:20][c:19]([Cl:18])[cH:24][cH:23]1)=[S:27].